Dataset: the Open Reaction Database (ORD), a public repository of structured organic reaction records. Task: describe an organic reaction: reactants, conditions, products, and yield The reactants are CCOC(=O)C(C)C(=O)OCC, CCO, Cl, [Na+], [OH-], O. Product: CCOC(=O)C(C)C(=O)O. As a reaction SMILES: [CH2:1]([CH3:2])[O:3][C:4]([CH:5]([C:6](=[O:7])[O:8][CH2:9][CH3:10])[CH3:11])=[O:12].[CH3:13][CH2:14][OH:15].[ClH:18].[Na+:17].[OH-:16].[OH2:19]>>[CH2:1]([CH3:2])[O:3][C:4]([CH:5]([C:6](=[O:7])[OH:8])[CH3:11])=[O:12]. Reactants: ClC1=CC=CC2=C1C(N(CC=1N2C=NC1C1=NOC(=N1)CCl)C)=O (7-chloro-3-(5-chloromethyl-1,2,4-oxadiazol-3-yl)-5-methyl-5,6-dihydro-4H-imidazo[1,5-a][1,4]benzodiazepin-6-one), C(C(C)C)NCC(C)C (diisobutylamine). Solvent: CN(C=O)C (N,N-dimethylformamide). Product: ClC1=CC=CC2=C1C(N(CC=1N2C=NC1C1=NOC(=N1)CN(CC(C)C)CC(C)C)C)=O (7-chloro-3-(5-diisobutylaminomethyl-1,2,4-oxadiazol-3-yl)-5-methyl-5,6-dihydro-4H-imidazo[1,5-a][1,4]benzodiazepin-6-one). The yield is 41.9%. Reaction SMILES: [Cl:1][C:2]1[C:7]2[C:8](=[O:24])[N:9]([CH3:23])[CH2:10][C:11]3[N:12]([CH:13]=[N:14][C:15]=3[C:16]3[N:20]=[C:19]([CH2:21]Cl)[O:18][N:17]=3)[C:6]=2[CH:5]=[CH:4][CH:3]=1.[CH2:25]([NH:29][CH2:30][CH:31]([CH3:33])[CH3:32])[CH:26]([CH3:28])[CH3:27]>CN(C)C=O>[Cl:1][C:2]1[C:7]2[C:8](=[O:24])[N:9]([CH3:23])[CH2:10][C:11]3[N:12]([CH:13]=[N:14][C:15]=3[C:16]3[N:20]=[C:19]([CH2:21][N:29]([CH2:30][CH:31]([CH3:33])[CH3:32])[CH2:25][CH:26]([CH3:28])[CH3:27])[O:18][N:17]=3)[C:6]=2[CH:5]=[CH:4][CH:3]=1. Procedure: 1.3 g (3.6 mmol) of 7-chloro-3-(5-chloromethyl-1,2,4-oxadiazol-3-yl)-5-methyl-5,6-dihydro-4H-imidazo[1,5-a][1,4]benzodiazepin-6-one were stirred at room temperature overnight with 1.6 ml (8.9 mmol) of diisobutylamine and 15 ml of N,N-dimethylformamide. By evaporation of the reaction mixture and chromatography of the residue on silica gel while eluting with ethyl acetate there was obtained 0.69 g (42%) of 7-chloro-3-(5-diisobutylaminomethyl-1,2,4-oxadiazol-3-yl)-5-methyl-5,6-dihydro-4H-imidazo[1,... The reactants are O=C(O)c1cc(Cl)cc(Cl)n1, CNc1ccc(OC)cc1. Reagents/catalysts: CN(C)[P+](N(C)C)(N(C)C)ON1C2=CC=CC=C2N=N1.F[P-](F)(F)(F)(F)F (BOP), CCN(C(C)C)C(C)C (DIPEA). Solvent: CN(C)C=O (DMF), CN(C)C=O (DMF), CN(C)C=O (DMF), CN(C)C=O (DMF), CN(C)C=O (DMF), CN(C)C=O (DMF). Reaction conditions: temperature 25 celsius, time 2 hour. The product is COc1ccc(N(C)C(=O)c2cc(Cl)cc(Cl)n2)cc1. Yield: 74.5%. Reaction SMILES: CNc1ccc(OC)cc1.O=C(O)c1cc(Cl)cc(Cl)n1.CN(C)[P+](N(C)C)(N(C)C)ON1C2=CC=CC=C2N=N1.F[P-](F)(F)(F)(F)F.CCN(C(C)C)C(C)C.CN(C)C=O>>COc1ccc(N(C)C(=O)c2cc(Cl)cc(Cl)n2)cc1. Starting materials: COC(=O)C(NC(=O)OC(C)(C)C)P(=O)(OC)OC, CC(C)(C)N1C(=O)CC(c2ccc(C=O)cc2F)S1(=O)=O, ClCCl, C1CCC2=NCCCN2CC1. The product is COC(=O)C(=Cc1ccc(C2CC(=O)N(C(C)(C)C)S2(=O)=O)c(F)c1)NC(=O)OC(C)(C)C. RXN SMILES: [C:1]([CH3:2])([CH3:3])([CH3:4])[O:5][C:6](=[O:7])[NH:8][CH:9]([C:10](=[O:11])[O:12][CH3:13])[P:14]([O:15][CH3:16])([O:17][CH3:18])=[O:19].[C:31]([CH3:32])([CH3:33])([CH3:34])[N:35]1[S:36](=[O:50])(=[O:51])[CH:37]([c:41]2[c:42]([F:49])[cH:43][c:44]([CH:45]=[O:46])[cH:47][cH:48]2)[CH2:38][C:39]1=[O:40].[CH2:52]([Cl:53])[Cl:54].[N:20]12[CH2:21][CH2:22][CH2:23][N:24]=[C:25]1[CH2:26][CH2:27][CH2:28][CH2:29][CH2:30]2>>[C:1]([CH3:2])([CH3:3])([CH3:4])[O:5][C:6](=[O:7])[NH:8][C:9]([C:10](=[O:11])[O:12][CH3:13])=[CH:45][c:44]1[cH:43][c:42]([F:49])[c:41]([CH:37]2[S:36](=[O:50])(=[O:51])[N:35]([C:31]([CH3:32])([CH3:33])[CH3:34])[C:39](=[O:40])[CH2:38]2)[cH:48][cH:47]1. Starting materials: C(O)([O-])=O.[Na+] (sodium hydrogen carbonate), C(C1=CC=CC=C1)OC=1C=CC(=C2C=CC(NC12)=O)[C@H](CBr)O[Si](C)(C)C(C)(C)C (8-(benzyloxy)-5-[(1R)-2-bromo-1-{[tert-butyl(dimethyl)silyl]oxy}ethyl]quinolin-2(1H)-one), Cl.Cl.NCCC1=CC=C(OCCCCC2=CC(=C(C=C2)O)[C@H](CCN(C(C)C)C(C)C)C2=CC=CC=C2)C=C1 (4-{4-[4-(2-aminoethyl)phenoxy]butyl}-2-[(1R)-3-(diisopropylamino)-1-phenylpropyl]phenol bis hydrochloride salt), C(O)([O-])=O.[Na+] (sodium hydrogen carbonate), [I-].[K+] (potassium iodide), C(CC)#N (propionitrile). The solvent is C(C)(=O)OCC (ethyl acetate). Conditions: temperature 90 celsius, time 8 hour. Product: N (ammonia), C(C1=CC=CC=C1)OC=1C=CC(=C2C=CC(NC12)=O)[C@H](CNCCC1=CC=C(C=C1)OCCCCC1=CC(=C(C=C1)O)[C@H](CCN(C(C)C)C(C)C)C1=CC=CC=C1)O[Si](C)(C)C(C)(C)C (8-(benzyloxy)-5-[(1R)-1-{[tert-butyl(dimethyl)silyl]oxy}-2-({2-[4-(4-{3-[(1R)-3-(diisopropylamino)-1-phenylpropyl]-4-hydroxyphenyl}butoxy)phenyl]ethyl}amino)ethyl]quinolin-2(1H)-one). Reaction SMILES: [CH2:1]([O:8][C:9]1[CH:10]=[CH:11][C:12]([C@@H:20]([O:23][Si:24]([C:27]([CH3:30])([CH3:29])[CH3:28])([CH3:26])[CH3:25])[CH2:21]Br)=[C:13]2[C:18]=1[NH:17][C:16](=[O:19])[CH:15]=[CH:14]2)[C:2]1[CH:7]=[CH:6][CH:5]=[CH:4][CH:3]=1.Cl.Cl.[NH2:33][CH2:34][CH2:35][C:36]1[CH:69]=[CH:68][C:39]([O:40][CH2:41][CH2:42][CH2:43][CH2:44][C:45]2[CH:50]=[CH:49][C:48]([OH:51])=[C:47]([C@@H:52]([C:62]3[CH:67]=[CH:66][CH:65]=[CH:64][CH:63]=3)[CH2:53][CH2:54][N:55]([CH:59]([CH3:61])[CH3:60])[CH:56]([CH3:58])[CH3:57])[CH:46]=2)=[CH:38][CH:37]=1.C(=O)([O-])O.[Na+].[I-].[K+].C(#N)CC>C(OCC)(=O)C>[NH3:17].[CH2:1]([O:8][C:9]1[CH:10]=[CH:11][C:12]([C@@H:20]([O:23][Si:24]([C:27]([CH3:30])([CH3:29])[CH3:28])([CH3:26])[CH3:25])[CH2:21][NH:33][CH2:34][CH2:35][C:36]2[CH:37]=[CH:38][C:39]([O:40][CH2:41][CH2:42][CH2:43][CH2:44][C:45]3[CH:50]=[CH:49][C:48]([OH:51])=[C:47]([C@@H:52]([C:62]4[CH:63]=[CH:64][CH:65]=[CH:66][CH:67]=4)[CH2:53][CH2:54][N:55]([CH:56]([CH3:58])[CH3:57])[CH:59]([CH3:60])[CH3:61])[CH:46]=3)=[CH:68][CH:69]=2)=[C:13]2[C:18]=1[NH:17][C:16](=[O:19])[CH:15]=[CH:14]2)[C:2]1[CH:7]=[CH:6][CH:5]=[CH:4][CH:3]=1 |f:1.2.3,4.5,6.7|. Procedure: 8-(benzyloxy)-5-[(1R)-2-bromo-1-{[tert-butyl(dimethyl)silyl]oxy}ethyl]quinolin-2(1H)-one (Prepared according to WO2005/092861, 530 mg, 1.1 mmol), 4-{4-[4-(2-aminoethyl)phenoxy]butyl}-2-[(1R)-3-(diisopropylamino)-1-phenylpropyl]phenol bis hydrochloride salt (Preparation 13, 650 mg, 1.3 mmol), sodium hydrogen carbonate (550 mg, 6.5 mmol) and potassium iodide (50 mg, 0.30 mmol) were added to propionitrile (8 ml) and heated to 90° C. and left to stir overnight. After cooling, ethyl acetate and satur...